Dataset: the Open Reaction Database (ORD), a public repository of structured organic reaction records. Task: describe an organic reaction: reactants, conditions, products, and yield Starting materials: C(C1=CC=CC=C1)(=O)OCC(COCCCCCCCCCCCCCCCC)CBr (2-bromomethyl-3-n-hexadecyloxypropyl benzoate), [C-]#N.[Na+] (sodium cyanide), C(C)(=O)OCC (ethyl acetate). Run in CS(=O)C (dimethylsulfoxide). Reaction conditions: temperature 90 celsius. The product is C(C1=CC=CC=C1)(=O)OCC(COCCCCCCCCCCCCCCCC)CC#N (2-cyanomethyl-3-hexadecyloxypropyl benzoate). The yield is 100.6%. RXN SMILES: [C:1]([O:9][CH2:10][CH:11]([CH2:30]Br)[CH2:12][O:13][CH2:14][CH2:15][CH2:16][CH2:17][CH2:18][CH2:19][CH2:20][CH2:21][CH2:22][CH2:23][CH2:24][CH2:25][CH2:26][CH2:27][CH2:28][CH3:29])(=[O:8])[C:2]1[CH:7]=[CH:6][CH:5]=[CH:4][CH:3]=1.[C-:32]#[N:33].[Na+].C(OCC)(=O)C>CS(C)=O>[C:1]([O:9][CH2:10][CH:11]([CH2:30][C:32]#[N:33])[CH2:12][O:13][CH2:14][CH2:15][CH2:16][CH2:17][CH2:18][CH2:19][CH2:20][CH2:21][CH2:22][CH2:23][CH2:24][CH2:25][CH2:26][CH2:27][CH2:28][CH3:29])(=[O:8])[C:2]1[CH:7]=[CH:6][CH:5]=[CH:4][CH:3]=1 |f:1.2|. Procedure: A mixture of 13.845 g (27.9 mM) of 2-bromomethyl-3-n-hexadecyloxypropyl benzoate n3 and 1.439 g (27.9 mM) of sodium cyanide (95% purity) in 150 ml of dimethylsulfoxide is heated at 90° C. for 1 hour. Theproduct is isolated by ethyl acetate extraction. The ethyl acetate layer is washed with water (four times) and saturated aqueous sodium chloride, dried over anhydrous magnesium sulfate and evaporated to obtain 12.42 g of the crude product of the titled compound n3'. Starting materials: C=C, C=Cc1ccccc1, C[Al]1CCCCO1, Cc1ccccc1, [H][H]. The product is C=C, C=Cc1ccccc1. As a reaction SMILES: [CH2:11]=[CH2:12].[CH2:1]=[CH:2][c:3]1[cH:4][cH:5][cH:6][cH:7][cH:8]1.[CH3:13][Al:14]1[CH2:15][CH2:18][CH2:17][CH2:16][O:19]1.[CH3:20][c:21]1[cH:22][cH:23][cH:24][cH:25][cH:26]1.[H:9][H:10]>>[CH2:16]=[CH2:17].[CH2:1]=[CH:2][c:3]1[cH:4][cH:5][cH:6][cH:7][cH:8]1. Starting materials: COc1cc(-c2nc3ccccc3o2)ccc1CBr, CN(C)C=O, N#C[Na], O. The product is COc1cc(-c2nc3ccccc3o2)ccc1CC#N. Reaction SMILES: [Br:1][CH2:2][c:3]1[c:4]([O:18][CH3:19])[cH:5][c:6](-[c:9]2[o:10][c:11]3[c:12]([n:13]2)[cH:14][cH:15][cH:16][cH:17]3)[cH:7][cH:8]1.[CH3:24][N:25]([CH3:26])[CH:27]=[O:28].[Na:21][C:22]#[N:23].[OH2:20]>>[CH2:2]([c:3]1[c:4]([O:18][CH3:19])[cH:5][c:6](-[c:9]2[o:10][c:11]3[c:12]([n:13]2)[cH:14][cH:15][cH:16][cH:17]3)[cH:7][cH:8]1)[C:22]#[N:23]. Reactants: BrC=1C=CC(=C(C1)CC1=CC2=C(S1)C=C(C=C2)O)Cl (5-Bromo-2-chloro-1-(6-hydroxybenzo[b]thiophen-2-ylmethyl)benzene), Cl (HCl), ClC(C(=O)OC)(F)F (methyl 2-chloro-2,2-difluoroacetate), C([O-])([O-])=O.[K+].[K+] (potassium carbonate). Run in CN(C=O)C (dimethylformamide). Reaction conditions: temperature 100 celsius, time 1.5 hour. Yields the product BrC=1C=CC(=C(C1)CC1=CC2=C(S1)C=C(C=C2)OC(F)F)Cl (5-bromo-2-chloro-1-(6-difluoromethoxybenzo[b]thiophen-2-ylmethyl)benzene). Reaction SMILES: [Br:1][C:2]1[CH:3]=[CH:4][C:5]([Cl:19])=[C:6]([CH2:8][C:9]2[S:13][C:12]3[CH:14]=[C:15]([OH:18])[CH:16]=[CH:17][C:11]=3[CH:10]=2)[CH:7]=1.Cl[C:21]([F:27])([F:26])C(OC)=O.C(=O)([O-])[O-].[K+].[K+].Cl>CN(C)C=O>[Br:1][C:2]1[CH:3]=[CH:4][C:5]([Cl:19])=[C:6]([CH2:8][C:9]2[S:13][C:12]3[CH:14]=[C:15]([O:18][CH:21]([F:27])[F:26])[CH:16]=[CH:17][C:11]=3[CH:10]=2)[CH:7]=1 |f:2.3.4|. Procedure: 5-Bromo-2-chloro-1-(6-hydroxybenzo[b]thiophen-2-ylmethyl)benzene (1.8 g) obtained in Reference Example 132-(1) was dissolved in dimethylformamide (15 ml), and added thereto were methyl 2-chloro-2,2-difluoroacetate (1.63 ml) and potassium carbonate (2.28 g), and the mixture was stirred at 100° C. for 1.5 hours under argon atmosphere. The reaction mixture was acidified with 2N aqueous HCl solution and extracted with ethyl acetate. The organic layer was washed with brine and dried over magnesium su... Starting materials: Cl (Hydrochloric acid), B (borane), ClC=1C=CC(=C(C(=O)O)C1)[N+](=O)[O-] (5-chloro-2-nitrobenzoic acid). Run in O1CCCC1 (tetrahydrofuran), O1CCCC1 (THF). Conditions: temperature 0 celsius. Yields the product ClC=1C=CC(=C(C1)CO)[N+](=O)[O-] (5-chloro-2-nitro-benzenemethanol). The yield is 91.1%. RXN SMILES: B.[Cl:2][C:3]1[CH:4]=[CH:5][C:6]([N+:12]([O-:14])=[O:13])=[C:7]([CH:11]=1)[C:8](O)=[O:9].Cl>O1CCCC1>[Cl:2][C:3]1[CH:4]=[CH:5][C:6]([N+:12]([O-:14])=[O:13])=[C:7]([CH2:8][OH:9])[CH:11]=1. Procedure: A solution of borane:tetrahydrofuran complex (25.8 g, 0.3 mole) in tetrahydrofuran (THF) (300 mL) was added dropwise to a stirred solution of 5-chloro-2-nitrobenzoic acid (50.0 g, 0.24 mole) in dry THF (400 mL) maintained at 0° C. under an atmosphere of nitrogen. After completion of the addition, the mixture was heated at 50° C. for 96 hours before being cooled in an ice bath. Hydrochloric acid (10% solution) was added dropwise and the mixture refluxed for 30 minutes. The THF was removed in vacu...